Dataset: the Open Reaction Database (ORD), a public repository of structured organic reaction records. Task: describe an organic reaction: reactants, conditions, products, and yield Reactants: C(C1=CC=CC=C1)OCCCOC1=CC(N(C=C1)C1C(CN(CC1)C(=O)OC(C)(C)C)O)=O (tert-butyl (3'RS,4'RS)-4-(3-benzyloxy-propoxy)-3'-hydroxy-2-oxo-3',4',5',6'-tetrahydro-2H,2'H-[1,4']bipyridine-1'-carboxylate), tert-butyl (3'RS,4'RS)-4-(3-benzyloxy-propoxy)-4'-hydroxy-2-oxo-3',4',5',6'-tetrahydro-2H,2'H-, 1,3'bipyridine-1'-carboxylate, BrCC1=CC2=CC=CC=C2C=C1 (2-bromomethyl-naphthalene). Product: C(C1=CC=CC=C1)OCCCOC1=CC(N(C=C1)C1CN(CCC1OCC1=CC2=CC=CC=C2C=C1)C(=O)OC(C)(C)C)=O (tert-butyl (3'RS,4'RS)-4-(3-benzyloxy-propoxy)-4'-(naphthalen-2-ylmethoxy)-2-oxo-3',4',5',6'-tetrahydro-2H,2'H-[1,3']bipyridine-1'-carboxylate), C(C1=CC=CC=C1)OCCCOC1=CC(N(C=C1)C1C(CN(CC1)C(=O)OC(C)(C)C)OCC1=CC2=CC=CC=C2C=C1)=O (tert-butyl (3'RS,4'RS)-4-(3-benzyloxy-propoxy)-3'-(naphthalen-2-ylmethoxy)-2-oxo-3',4',5',6'-tetrahydro-2H,2'H-[1,4']bipyridine-1'-carboxylate). Reaction SMILES: [CH2:1]([O:8][CH2:9][CH2:10][CH2:11][O:12][C:13]1[CH:18]=[CH:17][N:16]([CH:19]2[CH2:24][CH2:23][N:22]([C:25]([O:27][C:28]([CH3:31])([CH3:30])[CH3:29])=[O:26])[CH2:21][CH:20]2[OH:32])[C:15](=[O:33])[CH:14]=1)[C:2]1[CH:7]=[CH:6][CH:5]=[CH:4][CH:3]=1.Br[CH2:35][C:36]1[CH:45]=[CH:44][C:43]2[C:38](=[CH:39][CH:40]=[CH:41][CH:42]=2)[CH:37]=1>>[CH2:1]([O:8][CH2:9][CH2:10][CH2:11][O:12][C:13]1[CH:18]=[CH:17][N:16]([CH:19]2[CH:20]([O:32][CH2:35][C:36]3[CH:45]=[CH:44][C:43]4[C:38](=[CH:39][CH:40]=[CH:41][CH:42]=4)[CH:37]=3)[CH2:21][CH2:21][N:22]([C:25]([O:27][C:28]([CH3:31])([CH3:30])[CH3:29])=[O:26])[CH2:24]2)[C:15](=[O:33])[CH:14]=1)[C:2]1[CH:3]=[CH:4][CH:5]=[CH:6][CH:7]=1.[CH2:1]([O:8][CH2:9][CH2:10][CH2:11][O:12][C:13]1[CH:18]=[CH:17][N:16]([CH:19]2[CH2:24][CH2:23][N:22]([C:25]([O:27][C:28]([CH3:30])([CH3:29])[CH3:31])=[O:26])[CH2:21][CH:20]2[O:32][CH2:35][C:36]2[CH:45]=[CH:44][C:43]3[C:38](=[CH:39][CH:40]=[CH:41][CH:42]=3)[CH:37]=2)[C:15](=[O:33])[CH:14]=1)[C:2]1[CH:3]=[CH:4][CH:5]=[CH:6][CH:7]=1. Procedure details: In an analogous manner to that described in Example 145(h), from a mixture of tert-butyl (3'RS,4'RS)-4-(3-benzyloxy-propoxy)-3'-hydroxy-2-oxo-3',4',5',6'-tetrahydro-2H,2'H-[1,4']bipyridine-1'-carboxylate and tert-butyl (3'RS,4'RS)-4-(3-benzyloxy-propoxy)-4'-hydroxy-2-oxo-3',4',5',6'-tetrahydro-2H,2'H-[1,3'bipyridine-1'-carboxylate by means of alkylation with 2-bromomethyl-naphthalene and after chromatographic separation of the two isomers on silica gel using a 1:4 mixture of methylene chloride a... Reactants: [BH4-].[Na+] (Sodium borohydride), CO (methanol), C(C)(=O)NC=1SC2=NC(=CC=C2N1)OC=1C=CC(=C(C1)NC(C(F)(F)F)=O)Cl (N-(5-{[2-(acetylamino)[1,3]thiazolo[5,4-b]pyridin-5-yl]oxy}-2-chlorophenyl)-2,2,2-trifluoroacetamide). Run in C(C)O (ethanol), C(C)(=O)OCC (ethyl acetate). Conditions: time 1 hour. Yields the product NC=1C=C(OC2=CC=C3C(=N2)SC(=N3)NC(C)=O)C=CC1Cl (N-[5-(3-amino-4-chlorophenoxy)[1,3]thiazolo[5,4-b]pyridin-2-yl]acetamide). Isolated yield 49.8%. Reaction SMILES: [BH4-].[Na+].CO.[C:5]([NH:8][C:9]1[S:10][C:11]2[C:16]([N:17]=1)=[CH:15][CH:14]=[C:13]([O:18][C:19]1[CH:20]=[CH:21][C:22]([Cl:32])=[C:23]([NH:25]C(=O)C(F)(F)F)[CH:24]=1)[N:12]=2)(=[O:7])[CH3:6]>C(O)C.C(OCC)(=O)C>[NH2:25][C:23]1[CH:24]=[C:19]([CH:20]=[CH:21][C:22]=1[Cl:32])[O:18][C:13]1[N:12]=[C:11]2[S:10][C:9]([NH:8][C:5](=[O:7])[CH3:6])=[N:17][C:16]2=[CH:15][CH:14]=1 |f:0.1|. Procedure details: Sodium borohydride (2.45 g, 64.8 mmol) was suspended in ethanol (43 mL), and methanol (29 mL) was slowly added. To the obtained reaction mixture was added N-(5-{[2-(acetylamino)[1,3]thiazolo[5,4-b]pyridin-5-yl]oxy}-2-chlorophenyl)-2,2,2-trifluoroacetamide (1.5 g, 3.48 mmol) powder in small portions under cooling in a water bath, and then, the mixture was stirred at room temperature for 1 hr. The reaction mixture was diluted with ethyl acetate (100 mL), and partitioned with water (50 mL), and the... Starting materials: FC(C=1C=C(N)C=CC1)(F)F (m-Trifluoromethylaniline), crude material, C(C)OC(C(C(C)=O)CC(C1=CC=CC=C1)=O)=O (3-oxo-2-(2-oxo-2-phenyl-ethyl)-butyric acid ethyl ester), CC1=CC=C(C=C1)S(=O)(=O)O (tosic acid). The solvent is C(C)O (ethanol), C(Cl)(Cl)Cl (chloroform). Yields the product C(C)OC(=O)C1=C(N(C(=C1)C1=CC=CC=C1)C1=CC(=CC=C1)C(F)(F)F)C (2-Methyl-5-phenyl-1-(3-trifluoromethylphenyl)-1H-pyrrole-3-carboxylic Acid Ethyl Ester). Reaction SMILES: [F:1][C:2]([F:11])([F:10])[C:3]1[CH:4]=[C:5]([CH:7]=[CH:8][CH:9]=1)[NH2:6].[CH2:12]([O:14][C:15](=[O:29])[CH:16]([CH2:20][C:21](=O)[C:22]1[CH:27]=[CH:26][CH:25]=[CH:24][CH:23]=1)[C:17](=O)[CH3:18])[CH3:13].CC1C=CC(S(O)(=O)=O)=CC=1>C(O)C.C(Cl)(Cl)Cl>[CH2:12]([O:14][C:15]([C:16]1[CH:20]=[C:21]([C:22]2[CH:23]=[CH:24][CH:25]=[CH:26][CH:27]=2)[N:6]([C:5]2[CH:7]=[CH:8][CH:9]=[C:3]([C:2]([F:10])([F:11])[F:1])[CH:4]=2)[C:17]=1[CH3:18])=[O:29])[CH3:13]. Procedure: m-Trifluoromethylaniline (5 mmol, 0.8 g), 3-oxo-2-(2-oxo-2-phenyl-ethyl)-butyric acid ethyl ester (5 mmol, 1.2 g), and tosic acid (0.1 g) were combined in ethanol, then heated under reflux. The crude material was resuspended in chloroform and washed with water, then with brine. The organic layer was dried over NaSO4. The solids were separated and the solvents removed under vacuum. The resulting oil was purified over silica gel to yield the named product, 1H-NMR (CDCl3, ppm): 1.37 t (3H), 2.42 s ... Starting materials: CC(C)=CCCC(C)CCBr, CCOCC, C1CCOC1, [Mg+]C1CCCCC1, [Cl-], [Cl-], Cl[Cu]Cl, [Li+]. Yields the product CC(C)=CCCC(C)CCC1CCCCC1. Reaction SMILES: [CH2:11]([CH2:12][CH:13]([CH3:14])[CH2:15][CH2:16][CH:17]=[C:18]([CH3:19])[CH3:20])[Br:21].[CH2:22]([O:23][CH2:24][CH3:25])[CH3:26].[CH2:27]1[O:28][CH2:29][CH2:30][CH2:31]1.[CH:2]1([Mg+:8])[CH2:3][CH2:4][CH2:5][CH2:6][CH2:7]1.[Cl-:10].[Cl-:1].[Cl:32][Cu:33][Cl:34].[Li+:9]>>[CH:2]1([CH2:11][CH2:12][CH:13]([CH3:14])[CH2:15][CH2:16][CH:17]=[C:18]([CH3:19])[CH3:20])[CH2:3][CH2:4][CH2:5][CH2:6][CH2:7]1.